This data is from the Open Reaction Database (ORD), a public repository of structured organic reaction records. The task is: describe an organic reaction: reactants, conditions, products, and yield Reactants: B(Br)(Br)Br (boron tribromide), COC1=CC=CC2=C1N=C(S2)C2=CC=C(C=C2)OC (4-methoxy-2-(4-methoxyphenyl)benzothiazole), COC1=CC=CC2=C1N=C(S2)C2=CC=C(C=C2)OC (4-Methoxy-2-(4-methoxyphenyl)benzothiazole), ice water. Run in ClCCl (dichloromethane), ClCCl (dichloromethane). Reaction conditions: time 2 hour. Product: OC1=CC=CC2=C1N=C(S2)C2=CC=C(C=C2)OC (4-hydroxy-2-(4-methoxyphenyl)benzothiazole). Yield: 49.2%. Reaction SMILES: C[O:2][C:3]1[C:8]2[N:9]=[C:10]([C:12]3[CH:17]=[CH:16][C:15]([O:18][CH3:19])=[CH:14][CH:13]=3)[S:11][C:7]=2[CH:6]=[CH:5][CH:4]=1.B(Br)(Br)Br>ClCCl>[OH:2][C:3]1[C:8]2[N:9]=[C:10]([C:12]3[CH:17]=[CH:16][C:15]([O:18][CH3:19])=[CH:14][CH:13]=3)[S:11][C:7]=2[CH:6]=[CH:5][CH:4]=1. Reported procedure: The 4-methoxy-2-(4-methoxyphenyl)benzothiazole (9.0 g) obtained in (2) was dissolved in 15 ml of dichloromethane, and a solution of 8.7 g of boron tribromide in 15 ml of dichloromethane was added dropwise to the solution. The mixture was stirred at room temperature for 2 hours, and then poured into 200 ml of ice water, followed by extraction with chloroform three times. The extract was dried over anhydrous magnesium sulfate, and the solvent was evaporated under reduced pressure. The residue was ... Starting materials: C1CCOC1, CNCCOC, C[Si](C)(C)[N-][Si](C)(C)C, CC(C)c1cc(C(C)C)c(-c2ccccc2P(C2CCCCC2)C2CCCCC2)c(C(C)C)c1, C[Si](C)(C)CCOCn1nc(Cl)c2cc(C3OCCCO3)ccc21, [Li+]. Yields the product COCCN(C)c1nn(COCC[Si](C)(C)C)c2ccc(C3OCCCO3)cc12. RXN SMILES: [CH2:75]1[O:76][CH2:77][CH2:78][CH2:79]1.[CH3:25][O:26][CH2:27][CH2:28][NH:29][CH3:30].[CH3:65][Si:66]([CH3:67])([CH3:68])[N-:69][Si:70]([CH3:71])([CH3:72])[CH3:73].[CH:31]1([P:32]([CH:33]2[CH2:34][CH2:35][CH2:36][CH2:37][CH2:38]2)[c:39]2[cH:40][cH:41][cH:42][cH:43][c:44]2-[c:45]2[c:46]([CH:47]([CH3:48])[CH3:49])[cH:50][c:51]([CH:52]([CH3:53])[CH3:54])[cH:55][c:56]2[CH:57]([CH3:58])[CH3:59])[CH2:60][CH2:61][CH2:62][CH2:63][CH2:64]1.[Cl:1][c:2]1[n:3][n:4]([CH2:17][O:18][CH2:19][CH2:20][Si:21]([CH3:22])([CH3:23])[CH3:24])[c:5]2[cH:6][cH:7][c:8]([CH:11]3[O:12][CH2:13][CH2:14][CH2:15][O:16]3)[cH:9][c:10]12.[Li+:74]>>[c:2]1([N:29]([CH2:28][CH2:27][O:26][CH3:25])[CH3:30])[n:3][n:4]([CH2:17][O:18][CH2:19][CH2:20][Si:21]([CH3:22])([CH3:23])[CH3:24])[c:5]2[cH:6][cH:7][c:8]([CH:11]3[O:12][CH2:13][CH2:14][CH2:15][O:16]3)[cH:9][c:10]12.